This data is from the Open Reaction Database (ORD), a public repository of structured organic reaction records. The task is: describe an organic reaction: reactants, conditions, products, and yield The reactants are ClC\C=C\CC1CCCCC1 ((2E)-1-chloro-4-cyclohexylbut-2 -ene), [I-].[Na+] (sodium iodide), CCCCCC (Hexane). Run in CC(=O)C (acetone). Reaction conditions: time 8 hour. Yields the product C1(CCCCC1)C/C=C/CI ((2E)-4-cyclohexyl-1-iodobut-2-ene). Yield: 76.0%. Reaction SMILES: Cl[CH2:2]/[CH:3]=[CH:4]/[CH2:5][CH:6]1[CH2:11][CH2:10][CH2:9][CH2:8][CH2:7]1.[I-:12].[Na+].CCCCCC>CC(C)=O>[CH:6]1([CH2:5]/[CH:4]=[CH:3]/[CH2:2][I:12])[CH2:11][CH2:10][CH2:9][CH2:8][CH2:7]1 |f:1.2|. Procedure: The chloride (B) (38.6 g) was added to a solution of sodium iodide (55.7 g) in acetone (1 litre) and the solution was allowed to stand overnight. Hexane (500 ml) was added and the precipitated solid was removed by filtration. The filtrate was concentrated and the residue partitioned between water (500 ml) and hexane (500 ml). The organic phase was separated, washed with saturated sodium thiosulphate solution (500 ml) and saturated sodium chloride solution (2×500 ml), and dried (MgSO4). The solve... Yields the product BrC=1C(=NN(C1)C)/C=C/C(=O)O ((2E)-3-(4-bromo-1-methyl-1H-pyrazol-3-yl)prop-2-enoic acid). Procedure: A solution of 4-bromo-1-methyl-1H-pyrazole-3-carbaldehyde (1.00 g, 5.29 mmol), malonic acid (825 mg, 7.94 mmol) and piperidine (0.12 mL, 1.2 mmol) in pyridine (0.60 mL) was heated to reflux for 3 hours. The mixture was then poured into 10% HCl and extracted with ethyl acetate (3×). The combined extracts were dried (Na2SO4) and concentrated in vacuo to afford (2E)-3-(4-bromo-1-methyl-1H-pyrazol-3-yl)prop-2-enoic acid as a colorless solid. Reaction SMILES: [Br:1][C:2]1[C:3]([CH:8]=O)=[N:4][N:5]([CH3:7])[CH:6]=1.C(O)(=O)[CH2:11][C:12]([OH:14])=[O:13].N1CCCCC1.Cl>N1C=CC=CC=1>[Br:1][C:2]1[C:3](/[CH:8]=[CH:11]/[C:12]([OH:14])=[O:13])=[N:4][N:5]([CH3:7])[CH:6]=1. Solvent: N1=CC=CC=C1 (pyridine). Reactants: Cl (HCl), BrC=1C(=NN(C1)C)C=O (4-bromo-1-methyl-1H-pyrazole-3-carbaldehyde), C(CC(=O)O)(=O)O (malonic acid), N1CCCCC1 (piperidine).